This data is from the Open Reaction Database (ORD), a public repository of structured organic reaction records. The task is: describe an organic reaction: reactants, conditions, products, and yield Reactants: 70, CC1=CC=CC=C1CCl (o-xylyl chloride), 75, S(O)(O)(=O)=O (sulfuric acid). Solvent: C1=CC=CC=C1 (benzene). Run at time 5 hour. The product is C(C1=CC=CC=C1)C1=C(C=CC=C1)C (o-benzyltoluene). Isolated yield 81.1%. Reaction SMILES: [CH3:1][C:2]1[C:7]([CH2:8]Cl)=[CH:6][CH:5]=[CH:4][CH:3]=1.S(=O)(=O)(O)O>C1C=CC=CC=1>[CH2:8]([C:7]1[CH:6]=[CH:5][CH:4]=[CH:3][C:2]=1[CH3:1])[C:2]1[CH:7]=[CH:6][CH:5]=[CH:4][CH:3]=1. Procedure details: A solution of 70 parts of o-xylyl chloride in 230 parts of benzene is added to 350 parts of 75 per cent strength by weight sulfuric acid at 80° C in a stirred vessel, the mixture being stirred with an impeller stirrer at 900 revolutions per minute. After a further 5 hours at 80° C, during which the batch is mixed thoroughly, the organic phase is separated off and 73 parts (= 81.1% of theory) of o-benzyltoluene boiling at from 97° to 100° C at 0.2 mm Hg, and of nD25 = 1.5749, are isolated by dist... RXN SMILES: C(OC([NH:8][C@@H:9]([CH3:12])[CH2:10][OH:11])=O)(C)(C)C.O[C:14]1[CH:29]=[CH:28][C:17]([C:18]([O:20][CH2:21][C:22]2[CH:27]=[CH:26][CH:25]=[CH:24][CH:23]=2)=[O:19])=[CH:16][CH:15]=1.C1C=CC(P(C2C=CC=CC=2)C2C=CC=CC=2)=CC=1.N(C(OC(C)C)=O)=NC(OC(C)C)=O>C1COCC1>[NH2:8][C@@H:9]([CH3:12])[CH2:10][O:11][C:14]1[CH:29]=[CH:28][C:17]([C:18]([O:20][CH2:21][C:22]2[CH:27]=[CH:26][CH:25]=[CH:24][CH:23]=2)=[O:19])=[CH:16][CH:15]=1. Yields the product N[C@H](COC1=CC=C(C(=O)OCC2=CC=CC=C2)C=C1)C (benzyl (S)-4-(2-amino-1-propoxy)benzoate). Solvent: C1CCOC1 (THF). Procedure details: To a stirred and cooled (0° C.) solution of (S)-2-(N-tert-butoxycarbonylamino)-1-propanol (6.74 g, 0.04 mol), benzyl 4-hydroxybenzoate (8.78 g, 0.04 mol), and Ph3P (15.13 g, 0.06 mol) in THF (100 mL) was added diisopropyl azodicarboxylate (DIAD) (11.4 mL, 0.06 mol), and the resulting mixture was heated under reflux overnight. The solution was evaporated and the residue was dissolved in CH2Cl2 (30 mL) and TFA (30 mL). The resulting solution was stirred at room temp for 30 min., and the solution w... Starting materials: N(=NC(=O)OC(C)C)C(=O)OC(C)C (diisopropyl azodicarboxylate), C(C)(C)(C)OC(=O)N[C@H](CO)C ((S)-2-(N-tert-butoxycarbonylamino)-1-propanol), OC1=CC=C(C(=O)OCC2=CC=CC=C2)C=C1 (benzyl 4-hydroxybenzoate), C1=CC=C(C=C1)P(C2=CC=CC=C2)C3=CC=CC=C3 (Ph3P). Yield: 58.1%. Starting materials: CCOC(=O)c1nn(CCNC(=O)OC(C)(C)C)c(C(=O)OCC)c1I, O=C1NCCn2nc(COc3ccccc3)cc21. Yields the product CCOC(=O)c1nn2c(c1I)C(=O)NCC2. RXN SMILES: [CH2:1]([CH3:2])[O:3][C:4](=[O:5])[c:6]1[n:7][n:8]([CH2:17][CH2:18][NH:19][C:20]([O:22][C:21]([CH3:23])([CH3:24])[CH3:25])=[O:26])[c:9]([C:12]([O:13][CH2:14][CH3:15])=[O:16])[c:10]1[I:11].[O:27]([CH2:28][c:29]1[cH:30][c:31]2[n:37]([n:38]1)[CH2:36][CH2:35][NH:34][C:32]2=[O:33])[c:39]1[cH:40][cH:41][cH:42][cH:43][cH:44]1>>[CH2:1]([CH3:2])[O:3][C:4](=[O:5])[c:6]1[n:7][n:8]2[c:9]([c:10]1[I:11])[C:20](=[O:22])[NH:19][CH2:18][CH2:17]2. Starting materials: O=C([O-])[O-], Cc1ccccc1, CC(C)O, COc1cc2ncnc(Cl)c2cc1OC, [K+], [K+], c1ccc(C2CNCCS2)cc1. Product: COc1cc2ncnc(N3CCSC(c4ccccc4)C3)c2cc1OC. RXN SMILES: [C:28](=[O:29])([O-:30])[O-:31].[CH3:34][c:35]1[cH:36][cH:37][cH:38][cH:39][cH:40]1.[CH3:41][CH:42]([OH:43])[CH3:44].[Cl:13][c:14]1[n:15][cH:16][n:17][c:18]2[cH:19][c:20]([O:26][CH3:27])[c:21]([O:24][CH3:25])[cH:22][c:23]12.[K+:32].[K+:33].[c:1]1([CH:7]2[S:8][CH2:9][CH2:10][NH:11][CH2:12]2)[cH:2][cH:3][cH:4][cH:5][cH:6]1>>[c:1]1([CH:7]2[S:8][CH2:9][CH2:10][N:11]([c:14]3[n:15][cH:16][n:17][c:18]4[cH:19][c:20]([O:26][CH3:27])[c:21]([O:24][CH3:25])[cH:22][c:23]34)[CH2:12]2)[cH:2][cH:3][cH:4][cH:5][cH:6]1. Starting materials: ClC1=CC=C(CCNC(=O)C2=CC=C(OC3=C(C=C(C=C3)CC(=O)OCC)Br)C=C2)C=C1 (ethyl 2-(4-(4-((4-chlorophenethyl)carbamoyl)phenoxy)-3-bromophenyl)acetate), CS(=O)(=O)C=1C=C(C=CC1)B(O)O (3-(methanesulfonyl)phenylboronic acid), C(=O)([O-])[O-].[K+].[K+] (K2CO3). The reagents and catalysts are C=1C=CC(=CC1)[P](C=2C=CC=CC2)(C=3C=CC=CC3)[Pd]([P](C=4C=CC=CC4)(C=5C=CC=CC5)C=6C=CC=CC6)([P](C=7C=CC=CC7)(C=8C=CC=CC8)C=9C=CC=CC9)[P](C=1C=CC=CC1)(C=1C=CC=CC1)C=1C=CC=CC1 (Pd(PPh3)4). Run in O1CCOCC1 (dioxane), O (water). Conditions: temperature 60 celsius, time 8 hour. The product is ClC1=CC=C(CCNC(=O)C2=CC=C(OC3=CC=C(C=C3C3=CC(=CC=C3)S(=O)(=O)C)CC(=O)OCC)C=C2)C=C1 (ethyl 2-(6-(4-(4-chlorophenethylcarbamoyl)phenoxy)-3′-(methylsulfonyl)biphenyl-3-yl)acetate). The yield is 70.0%. RXN SMILES: [Cl:1][C:2]1[CH:32]=[CH:31][C:5]([CH2:6][CH2:7][NH:8][C:9]([C:11]2[CH:30]=[CH:29][C:14]([O:15][C:16]3[CH:21]=[CH:20][C:19]([CH2:22][C:23]([O:25][CH2:26][CH3:27])=[O:24])=[CH:18][C:17]=3Br)=[CH:13][CH:12]=2)=[O:10])=[CH:4][CH:3]=1.[CH3:33][S:34]([C:37]1[CH:38]=[C:39](B(O)O)[CH:40]=[CH:41][CH:42]=1)(=[O:36])=[O:35].C([O-])([O-])=O.[K+].[K+]>O1CCOCC1.O.C1C=CC([P]([Pd]([P](C2C=CC=CC=2)(C2C=CC=CC=2)C2C=CC=CC=2)([P](C2C=CC=CC=2)(C2C=CC=CC=2)C2C=CC=CC=2)[P](C2C=CC=CC=2)(C2C=CC=CC=2)C2C=CC=CC=2)(C2C=CC=CC=2)C2C=CC=CC=2)=CC=1>[Cl:1][C:2]1[CH:32]=[CH:31][C:5]([CH2:6][CH2:7][NH:8][C:9]([C:11]2[CH:30]=[CH:29][C:14]([O:15][C:16]3[C:17]([C:41]4[CH:40]=[CH:39][CH:38]=[C:37]([S:34]([CH3:33])(=[O:36])=[O:35])[CH:42]=4)=[CH:18][C:19]([CH2:22][C:23]([O:25][CH2:26][CH3:27])=[O:24])=[CH:20][CH:21]=3)=[CH:13][CH:12]=2)=[O:10])=[CH:4][CH:3]=1 |f:2.3.4,^1:62,64,83,102|. Reported procedure: Ethyl 2-(4-(4-((4-chlorophenethyl)carbamoyl)phenoxy)-3-bromophenyl)acetate (Example 46 step C; 100 mg, 0.193 mmol), 3-(methanesulfonyl)phenylboronic acid (58.1 mg, 0.290 mmol), K2CO3 (80.2 mg, 0.580 mmol) and Pd(PPh3)4 (22.4 mg, 0.0193 mmol) were diluted with dioxane (2 mL) and water (1 mL). The reaction was purged three times with nitrogen and stirred at 60° C. overnight. The reaction was cooled and loaded directly onto a silica gel column eluting with hexanes:ethyl acetate (2:1) to yield ethyl... Reactants: CN(C)C(OC(C)(C)C)N(C)C, CCOC(C)=O, CN(C)C=O, CCOP(=O)(NC1C(=O)N2C(C(=O)OC(c3ccccc3)c3ccccc3)=C(C)CSC12)OCC. Product: CCOP(=O)(NC1C(=O)N2C(C(=O)OC(c3ccccc3)c3ccccc3)=C(C=CN(C)C)CSC12)OCC. RXN SMILES: [C:1]([O:2][CH:6]([N:3]([CH3:4])[CH3:5])[N:7]([CH3:8])[CH3:9])([CH3:10])([CH3:11])[CH3:12].[CH3:48][CH2:49][O:50][C:51](=[O:52])[CH3:53].[CH3:54][N:55]([CH3:56])[CH:57]=[O:58].[CH:13]([c:14]1[cH:15][cH:16][cH:17][cH:18][cH:19]1)([c:20]1[cH:21][cH:22][cH:23][cH:24][cH:25]1)[O:26][C:27](=[O:28])[C:29]1=[C:36]([CH3:37])[CH2:35][S:34][CH:33]2[N:30]1[C:31](=[O:47])[CH:32]2[NH:38][P:39](=[O:40])([O:41][CH2:42][CH3:43])[O:44][CH2:45][CH3:46]>>[CH:6]([N:7]([CH3:8])[CH3:9])=[CH:37][C:36]1=[C:29]([C:27]([O:26][CH:13]([c:14]2[cH:15][cH:16][cH:17][cH:18][cH:19]2)[c:20]2[cH:21][cH:22][cH:23][cH:24][cH:25]2)=[O:28])[N:30]2[C:31](=[O:47])[CH:32]([NH:38][P:39](=[O:40])([O:41][CH2:42][CH3:43])[O:44][CH2:45][CH3:46])[CH:33]2[S:34][CH2:35]1. The reactants are C[Si](C)(C)Br (trimethylsilylbromide), COP(OC)(=O)C(CCNO)=O (3-(N-hydroxyamino)-propionylphosphonic acid dimethylester). Solvent: C(C)#N (acetonitrile). Reaction conditions: time 3 hour. Yields the product ONCCC(=O)P(O)(O)=O (3-(N-hydroxyamino)-propionylphosphonic acid). Reaction SMILES: C[Si](Br)(C)C.C[O:7][P:8]([C:12](=[O:17])[CH2:13][CH2:14][NH:15][OH:16])(=[O:11])[O:9]C>C(#N)C>[OH:16][NH:15][CH2:14][CH2:13][C:12]([P:8](=[O:7])([OH:11])[OH:9])=[O:17]. Reported procedure: 0.2 mol trimethylsilylbromide are slowly added to a solution of 0.1 mol 3-(N-hydroxyamino)-propionylphosphonic acid dimethylester in 100 ml of absolute acetonitrile. After 3 hours of stirring at room temperature the solution is concentrated and taken up in 50 ml methanol. After stirring for 30 minutes it is concentrated again. 3-(N-hydroxyamino)-propionylphosphonic acid may be further be converted without purification. Starting materials: FC1=C(C=CC=C1)N1N=NC(=C1C1=CC=NC=C1)C1=NC(=NO1)C1=CC=C(C=O)C=C1 (4-(5-(1-(2-fluorophenyl)-5-(pyridin-4-yl)-1H-1,2,3-triazol-4-yl)-1,2,4-oxadiazol-3-yl)benzaldehyde), NC1CCC(CC1)C(=O)O (4-aminocyclohexanecarboxylic acid). Product: FC1=C(C=CC=C1)N1N=NC(=C1C1=CC=NC=C1)C1=NC(=NO1)C1=CC=C(CN[C@@H]2CC[C@H](CC2)C(=O)O)C=C1 ((trans)-4-(4-(5-(1-(2-fluorophenyl)-5-(pyridin-4-yl)-1H-1,2,3-triazol-4-yl)-1,2,4-oxadiazol-3-yl)benzylamino)cyclohexanecarboxylic acid), Example 168. Reaction SMILES: [F:1][C:2]1[CH:7]=[CH:6][CH:5]=[CH:4][C:3]=1[N:8]1[C:12]([C:13]2[CH:18]=[CH:17][N:16]=[CH:15][CH:14]=2)=[C:11]([C:19]2[O:23][N:22]=[C:21]([C:24]3[CH:31]=[CH:30][C:27]([CH:28]=O)=[CH:26][CH:25]=3)[N:20]=2)[N:10]=[N:9]1.[NH2:32][CH:33]1[CH2:38][CH2:37][CH:36]([C:39]([OH:41])=[O:40])[CH2:35][CH2:34]1>>[F:1][C:2]1[CH:7]=[CH:6][CH:5]=[CH:4][C:3]=1[N:8]1[C:12]([C:13]2[CH:14]=[CH:15][N:16]=[CH:17][CH:18]=2)=[C:11]([C:19]2[O:23][N:22]=[C:21]([C:24]3[CH:25]=[CH:26][C:27]([CH2:28][NH:32][C@H:33]4[CH2:38][CH2:37][C@H:36]([C:39]([OH:41])=[O:40])[CH2:35][CH2:34]4)=[CH:30][CH:31]=3)[N:20]=2)[N:10]=[N:9]1. Procedure: The title compound was prepared following the procedure described for Example 94, but starting from 4-(5-(1-(2-fluorophenyl)-5-(pyridin-4-yl)-1H-1,2,3-triazol-4-yl)-1,2,4-oxadiazol-3-yl)benzaldehyde, obtained as described in Example 113, Step 1, (200 mg; 0.48 mmol) and 4-aminocyclohexanecarboxylic acid (138 mg; 0.97 mmol), to give Example 168 as a white solid. 1H NMR: (DMSO-d6, 400 MHz) δ 8.76-8.73 (2H, m), 7.95-7.88 (3H, m), 7.76-7.69 (1H, m), 7.64-7.49 (6H, m), 3.81 (2H, s), 2.58 (1H, d, J=5.6...